Dataset: the Open Reaction Database (ORD), a public repository of structured organic reaction records. Task: describe an organic reaction: reactants, conditions, products, and yield Reactants: CCCCc1nc(C(C)(C)O)c(C(N)=O)n1Cc1ccc(-c2ccccc2C(=O)OC(C)(C)C)cc1, Cl, C1COCCO1. Product: CCCCc1nc(C(C)(C)O)c(C(N)=O)n1Cc1ccc(-c2ccccc2C(=O)O)cc1. Reaction SMILES: [C:1]([CH3:2])([CH3:3])([CH3:4])[O:5][C:6](=[O:7])[c:8]1[c:9](-[c:14]2[cH:15][cH:16][c:17]([CH2:20][n:21]3[c:22]([CH2:33][CH2:34][CH2:35][CH3:36])[n:23][c:24]([C:29]([CH3:30])([CH3:31])[OH:32])[c:25]3[C:26](=[O:27])[NH2:28])[cH:18][cH:19]2)[cH:10][cH:11][cH:12][cH:13]1.[ClH:37].[O:38]1[CH2:39][CH2:40][O:41][CH2:42][CH2:43]1>>[O:5]=[C:6]([OH:7])[c:8]1[c:9](-[c:14]2[cH:15][cH:16][c:17]([CH2:20][n:21]3[c:22]([CH2:33][CH2:34][CH2:35][CH3:36])[n:23][c:24]([C:29]([CH3:30])([CH3:31])[OH:32])[c:25]3[C:26](=[O:27])[NH2:28])[cH:18][cH:19]2)[cH:10][cH:11][cH:12][cH:13]1. The reactants are CC=1C=C(N)C=C(C1)C (3,5-dimethylaniline), COC(=O)C#CC(=O)OC (dimethylacetylene dicarboxylate). The product is CC1=C2C(C=C(NC2=CC(=C1)C)C(=O)OC)=O (methyl 5,7-dimethyl-4-oxo-1,4-dihydroquinoline-2-carboxylate). Yield: 3.3%. As a reaction SMILES: [CH3:1][C:2]1[CH:3]=[C:4]([CH:6]=[C:7]([CH3:9])[CH:8]=1)[NH2:5].[CH3:10][O:11][C:12]([C:14]#[C:15][C:16](OC)=[O:17])=[O:13]>>[CH3:1][C:2]1[CH:8]=[C:7]([CH3:9])[CH:6]=[C:4]2[C:3]=1[C:16](=[O:17])[CH:15]=[C:14]([C:12]([O:11][CH3:10])=[O:13])[NH:5]2. Procedure details: Using the method described in Example 18a with 3,5-dimethylaniline (20 g) and dimethylacetylene dicarboxylate (23.4 g) as reagents gave methyl 5,7-dimethyl-4-oxo-1,4-dihydroquinoline-2-carboxylate (1.25 g), m.p. 227°-229° C. δ (360 MHz, DMSO-d6) 2.34 (3H, s, 7-Me), 2.74 (3H, s, 5-Me), 3.94 (3H, s, CH3O), 6.49 (1H, s, 3-H), 6.89 (1H, s, 6-H) and 7.54 (1H, s, 8-H). Starting materials: C1(CC1)C=1N=CC(=NC1OCC1CC1)C(=O)O (5-cyclopropyl-6-cyclopropylmethoxy-pyrazine-2-carboxylic acid), CC(C)(C=1SC(=CN1)C)N (1-methyl-1-(5-methyl-thiazol-2-yl)-ethylamine). Yields the product CC(C)(C=1SC(=CN1)C)NC(=O)C1=NC(=C(N=C1)C1CC1)OCC1CC1 (5-Cyclopropyl-6-cyclopropylmethoxy-pyrazine-2-carboxylic acid [1-methyl-1-(5-methyl-thiazol-2-yl)-ethyl]-amide). As a reaction SMILES: [CH:1]1([C:4]2[N:5]=[CH:6][C:7]([C:15]([OH:17])=O)=[N:8][C:9]=2[O:10][CH2:11][CH:12]2[CH2:14][CH2:13]2)[CH2:3][CH2:2]1.[CH3:18][C:19]([NH2:27])([C:21]1[S:22][C:23]([CH3:26])=[CH:24][N:25]=1)[CH3:20]>>[CH3:18][C:19]([NH:27][C:15]([C:7]1[CH:6]=[N:5][C:4]([CH:1]2[CH2:2][CH2:3]2)=[C:9]([O:10][CH2:11][CH:12]2[CH2:13][CH2:14]2)[N:8]=1)=[O:17])([C:21]1[S:22][C:23]([CH3:26])=[CH:24][N:25]=1)[CH3:20]. Procedure: The title compound was synthesized in analogy to Example 69, using 5-cyclopropyl-6-cyclopropylmethoxy-pyrazine-2-carboxylic acid (Example 10 g, 100 mg, 0.42 mmol) and 1-methyl-1-(5-methyl-thiazol-2-yl)-ethylamine (100 mg, 0.64 mmol) as starting materials and isolated (29 mg, 18.3%) as white solid; LC-MS (UV peak area, ESI) 94.85%, 372.8 (M+H)+. Reactants: Cl.CC1=C(N=CN1)CSCCSC(NC)=S (2-(5-methyl-4-imidazolylmethylthio)ethyl-N-methyldithiocarbamate hydrochloride), C([O-])([O-])=O.[Na+].[Na+] (sodium carbonate). Product: CNC(SCCSCC=1N=CNC1C)=S (2-(5-Methyl-4-imidazolylmethylthio)ethyl N-methyldithiocarbamate). As a reaction SMILES: Cl.[CH3:2][C:3]1[NH:7][CH:6]=[N:5][C:4]=1[CH2:8][S:9][CH2:10][CH2:11][S:12][C:13](=[S:16])[NH:14][CH3:15].C(=O)([O-])[O-].[Na+].[Na+]>>[CH3:15][NH:14][C:13](=[S:16])[S:12][CH2:11][CH2:10][S:9][CH2:8][C:4]1[N:5]=[CH:6][NH:7][C:3]=1[CH3:2] |f:0.1,2.3.4|. Procedure: This hydrochloride may be treated with aqueous sodium carbonate and the mixture extracted with chloroform and the chloroform extracts evaporated to give the free base. The reactants are C1(CCCCC1)N (Cyclohexylamine), FC1=C(C=CC=C1)[N+](=O)[O-] (1-fluoro-2-nitrobenzene), C1(=CC=CC=C1)C (toluene). The solvent is ClCCl.CO (dichloromethane methanol). Conditions: temperature 23 celsius, time 30 minute. The product is [N+](=O)([O-])C1=C(NC2CCCCC2)C=CC=C1 (2-Nitro-N-cyclohexyl aniline). RXN SMILES: [CH:1]1([NH2:7])[CH2:6][CH2:5][CH2:4][CH2:3][CH2:2]1.F[C:9]1[CH:14]=[CH:13][CH:12]=[CH:11][C:10]=1[N+:15]([O-:17])=[O:16].C1(C)C=CC=CC=1>ClCCl.CO>[N+:15]([C:10]1[CH:11]=[CH:12][CH:13]=[CH:14][C:9]=1[NH:7][CH:1]1[CH2:6][CH2:5][CH2:4][CH2:3][CH2:2]1)([O-:17])=[O:16] |f:3.4|. Procedure details: Cyclohexylamine (8.1 ml) was added dropwise to 1-fluoro-2-nitrobenzene (4) (3.7 mg) under a nitrogen atmosphere at 0°. To the resulting orange solid, dry toluene (10 ml) was added and the mixture was stirred at 23 ° C. for 30 min. then diluted with dichloromethane/methanol 1/1 (100 ml) and the organic layer was washed with brine (50 ml), 10 % solution sodium hydroxide (50 ml) and brine (50 ml), dried and concentrated in vacuo to give the title compound as an orange solid (7.45 g). Mp 105°-7° T.l... The reactants are O=C1Cc2cc(F)cc(Br)c2N1, C1CCNCC1, CCO, Cc1c(C=O)[nH]c2c1C(=O)N(CC(O)CN1CCOCC1)CCC2. The product is Cc1c(C=C2C(=O)Nc3c(Br)cc(F)cc32)[nH]c2c1C(=O)N(CC(O)CN1CCOCC1)CCC2. RXN SMILES: [Br:25][c:26]1[cH:27][c:28]([F:36])[cH:29][c:30]2[c:34]1[NH:33][C:32](=[O:35])[CH2:31]2.[CH2:37]1[CH2:38][CH2:39][NH:40][CH2:41][CH2:42]1.[CH3:43][CH2:44][OH:45].[OH:1][CH:2]([CH2:3][N:4]1[C:5](=[O:17])[c:6]2[c:7]([nH:11][c:12]([CH:15]=[O:16])[c:13]2[CH3:14])[CH2:8][CH2:9][CH2:10]1)[CH2:18][N:19]1[CH2:20][CH2:21][O:22][CH2:23][CH2:24]1>>[OH:1][CH:2]([CH2:3][N:4]1[C:5](=[O:17])[c:6]2[c:7]([nH:11][c:12]([CH:15]=[C:31]3[c:30]4[cH:29][c:28]([F:36])[cH:27][c:26]([Br:25])[c:34]4[NH:33][C:32]3=[O:35])[c:13]2[CH3:14])[CH2:8][CH2:9][CH2:10]1)[CH2:18][N:19]1[CH2:20][CH2:21][O:22][CH2:23][CH2:24]1.